This data is from the Open Reaction Database (ORD), a public repository of structured organic reaction records. The task is: describe an organic reaction: reactants, conditions, products, and yield The reactants are C(CCC)C=1NC=CC1 (2-butylpyrrole), [OH-].[K+] (potassium hydroxide), CS(=O)C (DMSO), BrCCBr (1,2-dibromoethane). Run in O (Water). Yields the product BrCCN1C(=CC=C1)C=O (1-(2-Bromoethyl)-1H-pyrrole-2-carbaldehyde). RXN SMILES: [CH2:1]([C:5]1[NH:6][CH:7]=[CH:8][CH:9]=1)CCC.[OH-:10].[K+].CS(C)=O.[Br:16][CH2:17][CH2:18]Br>O>[Br:16][CH2:17][CH2:18][N:6]1[CH:7]=[CH:8][CH:9]=[C:5]1[CH:1]=[O:10] |f:1.2|. Reported procedure: A mixture of 2-butylpyrrole (1 g), potassium hydroxide (23 g) and dry DMSO (20 mL) was stirred under nitrogen atmosphere. 1,2-dibromoethane (7.9 g) was added dropwise at 20-25° C. and stirred till the reaction is complete. Water (50 mL) was added and the reaction mixture was extracted with diethyl ether (3×50 mL). The combined organic layer was washed with water (30 mL), followed by brine (30 mL) and was dried over Na2SO4. The solvent was evaporated and the compound obtained was purified by colu... Reported procedure: A mixture of 4.2 g (11 mmol) of 8-chloro-6-(2-chlorophenyl)-2H,4H-pyrrolo[3,4-d][2]benzazepine-2-carboxylic acid methyl ester and 3.15 g (14.5 mmol) of m-chloroperbenzoic acid in 100 ml of methlene chloride was stirred at 0° for 2.5 hr. The mixture was washed with saturated aqueous sodium bicarbonate and saturated aqueous sodium chloride, dried over anhydrous sodium sulfate and concentrated at reduced pressure to dryness. The residue was crystallized from ether to give a white solid, mp 224°-226... Run in C(Cl)Cl (methlene chloride). Product: COC(=O)N1C=C2C[N+](=C(C3=C(C2=C1)C=CC(=C3)Cl)C3=C(C=CC=C3)Cl)[O-] (8-Chloro-6-(2-chlorophenyl)-2H,4H-pyrrolo[3,4-d][2]benzazepine-2-carboxylic acid methyl ester 5-oxide). Reactants: COC(=O)N1C=C2CN=C(C3=C(C2=C1)C=CC(=C3)Cl)C3=C(C=CC=C3)Cl (8-chloro-6-(2-chlorophenyl)-2H,4H-pyrrolo[3,4-d][2]benzazepine-2-carboxylic acid methyl ester), ClC1=CC(=CC=C1)C(=O)OO (m-chloroperbenzoic acid). Conditions: time 2.5 hour. Reaction SMILES: [CH3:1][O:2][C:3]([N:5]1[CH:14]=[C:13]2[C:7]([CH2:8][N:9]=[C:10]([C:20]3[CH:25]=[CH:24][CH:23]=[CH:22][C:21]=3[Cl:26])[C:11]3[CH:18]=[C:17]([Cl:19])[CH:16]=[CH:15][C:12]=32)=[CH:6]1)=[O:4].ClC1C=CC=C(C(OO)=[O:35])C=1>C(Cl)Cl>[CH3:1][O:2][C:3]([N:5]1[CH:14]=[C:13]2[C:7]([CH2:8][N+:9]([O-:35])=[C:10]([C:20]3[CH:25]=[CH:24][CH:23]=[CH:22][C:21]=3[Cl:26])[C:11]3[CH:18]=[C:17]([Cl:19])[CH:16]=[CH:15][C:12]=32)=[CH:6]1)=[O:4]. The reactants are [Li+].CCC[CH2-] (N-Butyllithium), BrC=1C=NN(C1)C (4-Bromo-1-methyl-1H-pyrazole), CON(C(C)=O)C (N-methoxy-N-methylacetamide). Solvent: O1CCCC1 (tetrahydrofuran), O1CCCC1 (tetrahydrofuran). Reaction conditions: temperature -78 celsius, time 1 hour. The product is CN1N=CC(=C1)C(C)=O (1-(1-methyl-1H-pyrazol-4-yl)ethanone). Reaction SMILES: Br[C:2]1[CH:3]=[N:4][N:5]([CH3:7])[CH:6]=1.[Li+].CCC[CH2-].CON(C)[C:16](=[O:18])[CH3:17]>O1CCCC1>[CH3:7][N:5]1[CH:6]=[C:2]([C:16](=[O:18])[CH3:17])[CH:3]=[N:4]1 |f:1.2|. Reported procedure: 4-Bromo-1-methyl-1H-pyrazole (41.3 mL, 400 mmol), was dissolved in tetrahydrofuran (750 mL) and cooled to −78° C. N-Butyllithium (2.5 M solution in hexanes, 160 mL, 400 mmol) was added drop-wise over 30 minutes, and the resulting mixture was stirred for 1 hour at −78° C. After drop-wise addition of a solution of N-methoxy-N-methylacetamide (40.9 mL, 400 mmol) in tetrahydrofuran (100 mL) to the −78° C. reaction mixture, the cooling bath was allowed to warm to 0° C. over 4 hours. The reaction was ... Starting materials: C(C)OC(NN=CC=1N=C(NC1)COC)=O (3-[2-(methoxymethyl)-4-imidazolyl]methylene carbazic acid ethyl ester), C1(=CC=CC=C1)OC1=CC=CC=C1 (diphenyl ether). Yields the product COCC1=NC=C2N1C(NN=C2)=O (6-Methoxymethyl-imidazo[1,5-d]-as-triazin-4(3H)-one). RXN SMILES: C([O:3][C:4](=O)[NH:5][N:6]=[CH:7][C:8]1[N:9]=[C:10]([CH2:13][O:14][CH3:15])[NH:11][CH:12]=1)C.C1(OC2C=CC=CC=2)C=CC=CC=1>>[CH3:15][O:14][CH2:13][C:10]1[N:9]2[C:4](=[O:3])[NH:5][N:6]=[CH:7][C:8]2=[CH:12][N:11]=1. Procedure: A mixture of 25.9 gm. of 3-[2-(methoxymethyl)-4-imidazolyl]methylene carbazic acid ethyl ester and 125 ml. of diphenyl ether is reacted as described in Example 70 giving the desired product, m.p. 200°-205° C. The reactants are Cl.ClC=1N=NC(=CC1)C1=C(C=CC=C1)OCC(CNC(C)(C)C)O (3-chloro-6-[2-(3-t-butylamino-2-hydroxypropoxy)phenyl]pyridazine hydrochloride), O.NN (hydrazine hydrate). Run in ClCCl (dichloromethane). The product is Cl.Cl.C(C)(C)(C)NCC(COC1=C(C=CC=C1)C=1N=NC(=CC1)NN)O (3-[2-(3-t-butylamino-2-hydroxypropoxy)phenyl]-6-hydrazinopyridazine dihydrochloride). As a reaction SMILES: [ClH:1].[Cl:2][C:3]1[N:4]=[N:5][C:6]([C:9]2[CH:14]=[CH:13][CH:12]=[CH:11][C:10]=2[O:15][CH2:16][CH:17]([OH:24])[CH2:18][NH:19][C:20]([CH3:23])([CH3:22])[CH3:21])=[CH:7][CH:8]=1.O.[NH2:26][NH2:27]>ClCCl>[ClH:2].[ClH:1].[C:20]([NH:19][CH2:18][CH:17]([OH:24])[CH2:16][O:15][C:10]1[CH:11]=[CH:12][CH:13]=[CH:14][C:9]=1[C:6]1[N:5]=[N:4][C:3]([NH:26][NH2:27])=[CH:8][CH:7]=1)([CH3:23])([CH3:22])[CH3:21] |f:0.1,2.3,5.6.7|. Procedure details: A stirred mixture of 3-chloro-6-[2-(3-t-butylamino-2-hydroxypropoxy)phenyl]pyridazine hydrochloride (0.3 g.) and hydrazine hydrate (3 ml.) was heated under reflux for 50 minutes. After cooling, dichloromethane was added and this mixture was extracted with water, the dichloromethane was removed by evaporation and the residue was treated with a mixture of n-propanol (1.2 ml.) and concentrated hydrochloric acid (0.13 ml.) to give 3-[2-(3-t-butylamino-2-hydroxypropoxy)phenyl]-6-hydrazinopyridazine d... The reactants are FC(C(=O)O)(F)F (trifluoroacetic acid), C(Cl)Cl (methylene chloride), [BH4-].[Na+] (NaBH4), [BH4-].[Na+] (NaBH4), ClC1=C(OCC(=O)OCC)C=CC(=C1Cl)C(C1=CC=C(C=C1)O)=O (Ethyl 2,3-dichloro-4-(4'-hydroxybenzoyl)phenoxyacetate). The solvent is O (water). The product is ClC1=C(OCC(=O)OCC)C=CC(=C1Cl)CC1=CC=C(C=C1)O (Ethyl 2,3-dichloro-4-(4'-hydroxybenzyl)phenoxyacetate). RXN SMILES: FC(F)(F)C(O)=O.[BH4-].[Na+].[Cl:10][C:11]1[C:23]([Cl:24])=[C:22]([C:25](=O)[C:26]2[CH:31]=[CH:30][C:29]([OH:32])=[CH:28][CH:27]=2)[CH:21]=[CH:20][C:12]=1[O:13][CH2:14][C:15]([O:17][CH2:18][CH3:19])=[O:16].C(Cl)Cl>O>[Cl:10][C:11]1[C:23]([Cl:24])=[C:22]([CH2:25][C:26]2[CH:27]=[CH:28][C:29]([OH:32])=[CH:30][CH:31]=2)[CH:21]=[CH:20][C:12]=1[O:13][CH2:14][C:15]([O:17][CH2:18][CH3:19])=[O:16] |f:1.2|. Procedure details: To trifluoroacetic acid (50 ml.) under a nitrogen atmosphere was added 2.27 g. (0.06 mole) of NaBH4 pellets over a period of 30 minutes at 5°. A solution of ethyl 2,3-dichloro-4-(4'-hydroxybenzoyl)phenoxyacetate (prepared as described in Example 1) (3 g., 0.0081 mole) in 30 ml. of methylene chloride was added dropwise at 15°-20° over a period of 20 minutes. The reaction mixture was stirred overnight at room temperature while the NaBH4 pellets slowly dissolved. At this time the reaction mixture w... Starting materials: C(C)(C)(C)OC(=O)N1[C@@H](CC(C1)=NOC)C(=O)O ((2S,4EZ)-1-(tert-butoxycarbonyl)-4-(methoxyimino)-2-pyrrolidinecarboxylic acid), C1(=CC=C(C=C1)C(=O)Cl)C1=CC=CC=C1 ([1,1′-biphenyl]-4-carbonyl chloride), N=1SN=C2C1C=CC=C2N (2,1,3-benzothiadiazol-4-amine). Product: N=1SN=C2C1C=CC=C2NC(=O)[C@H]2N(CC(C2)=NOC)C(=O)C2=CC=C(C=C2)C2=CC=CC=C2 ((2S,4EZ)-N-(2,1,3-benzothiadiazol-4-yl)-1-([1,1′-biphenyl]-4-ylcarbonyl)-4-(methoxyimino)-2-pyrrolidinecarboxamide). RXN SMILES: C(O[C:6]([N:8]1[CH2:12][C:11](=[N:13][O:14][CH3:15])[CH2:10][C@H:9]1[C:16]([OH:18])=O)=[O:7])(C)(C)C.[C:19]1([C:28]2[CH:33]=[CH:32][CH:31]=[CH:30][CH:29]=2)[CH:24]=[CH:23][C:22](C(Cl)=O)=[CH:21][CH:20]=1.[N:34]1[S:35][N:36]=[C:37]2[C:42]([NH2:43])=[CH:41][CH:40]=[CH:39][C:38]=12>>[N:34]1[S:35][N:36]=[C:37]2[C:42]([NH:43][C:16]([C@@H:9]3[CH2:10][C:11](=[N:13][O:14][CH3:15])[CH2:12][N:8]3[C:6]([C:31]3[CH:30]=[CH:29][C:28]([C:19]4[CH:20]=[CH:21][CH:22]=[CH:23][CH:24]=4)=[CH:33][CH:32]=3)=[O:7])=[O:18])=[CH:41][CH:40]=[CH:39][C:38]=12. Procedure details: Following the general method as outlined in Example 22, starting from (2S,4EZ)-1-(tert-butoxycarbonyl)-4-(methoxyimino)-2-pyrrolidinecarboxylic acid, [1,1′-biphenyl]-4-carbonyl chloride, and 2,1,3-benzothiadiazol-4-amine the title compound was obtained in 66% purity by LC/MS. MS(ESI+): m/z=472.4. Starting materials: C=C(C)C(=O)O, CC#N, CN1CCCC1=O, [Cl-], O=C(OCCOc1ccc(OCCO)cc1)c1ccc(O)c(Cl)c1. Yields the product C=C(C)C(=O)OCCOc1ccc(OCCOC(=O)c2ccc(O)c(Cl)c2)cc1. RXN SMILES: [C:29]([C:30](=[CH2:31])[CH3:32])(=[O:33])[OH:34].[CH3:1][C:2]#[N:3].[CH3:35][N:36]1[CH2:37][CH2:38][CH2:39][C:40]1=[O:41].[Cl-:28].[OH:4][CH2:5][CH2:6][O:7][c:8]1[cH:9][cH:10][c:11]([O:12][CH2:13][CH2:14][O:15][C:16]([c:17]2[cH:18][c:19]([Cl:24])[c:20]([OH:23])[cH:21][cH:22]2)=[O:25])[cH:26][cH:27]1>>[O:4]([CH2:5][CH2:6][O:7][c:8]1[cH:9][cH:10][c:11]([O:12][CH2:13][CH2:14][O:15][C:16]([c:17]2[cH:18][c:19]([Cl:24])[c:20]([OH:23])[cH:21][cH:22]2)=[O:25])[cH:26][cH:27]1)[C:29]([C:30](=[CH2:31])[CH3:32])=[O:33]. Starting materials: CC(=O)O[BH-](OC(C)=O)OC(C)=O, O=C([O-])O, CCOC(=O)C(=Cc1ccc(-n2cnc(C)c2)c(OC)c1)CCC=O, ClCCl, CC(N)c1ccccc1, CCOC(C)=O, CC(=O)O, [Na+], [Na+], O. Yields the product COc1cc(C=C2CCCN(C(C)c3ccccc3)C2=O)ccc1-n1cnc(C)c1. Reaction SMILES: [C:35]([O:36][BH-:37]([O:38][C:39](=[O:40])[CH3:41])[O:42][C:43](=[O:44])[CH3:45])(=[O:46])[CH3:47].[C:50](=[O:51])([OH:52])[O-:53].[CH2:1]([O:2][C:4]([C:5]([CH2:6][CH2:7][CH:8]=[O:3])=[CH:10][c:11]1[cH:12][c:13]([O:23][CH3:24])[c:14](-[n:17]2[cH:18][n:19][c:20]([CH3:22])[cH:21]2)[cH:15][cH:16]1)=[O:25])[CH3:9].[CH2:65]([Cl:66])[Cl:67].[CH3:26][CH:27]([c:28]1[cH:29][cH:30][cH:31][cH:32][cH:33]1)[NH2:34].[CH3:55][CH2:56][O:57][C:58](=[O:59])[CH3:60].[CH3:61][C:62](=[O:63])[OH:64].[Na+:48].[Na+:54].[OH2:49]>>[C:4]1(=[O:25])[C:5](=[CH:10][c:11]2[cH:12][c:13]([O:23][CH3:24])[c:14](-[n:17]3[cH:18][n:19][c:20]([CH3:22])[cH:21]3)[cH:15][cH:16]2)[CH2:6][CH2:7][CH2:8][N:34]1[CH:27]([CH3:26])[c:28]1[cH:29][cH:30][cH:31][cH:32][cH:33]1.